describe an organic reaction: reactants, conditions, products, and yield From a dataset of the Open Reaction Database (ORD), a public repository of structured organic reaction records. Yields the product ClC=1C=CC=2N(C(C3=C(N(C2N1)CC)N=CC(=C3)COC3=CC(=CC=C3)OC)=O)C (2-chloro-5,11-dihydro-11-ethyl-8-(3-methoxyphenyloxy)methyl-5-methyl-6H-dipyrido[3,2-b:2',3'-e][1,4]diazepin-6-one). RXN SMILES: [Cl:1][C:2]1[CH:3]=[CH:4][C:5]2[N:6]([CH3:22])[C:7](=[O:21])[C:8]3[CH:18]=[C:17]([CH2:19]Cl)[CH:16]=[N:15][C:9]=3[N:10]([CH2:13][CH3:14])[C:11]=2[N:12]=1.[CH3:23][O:24][C:25]1[CH:26]=[C:27]([OH:31])[CH:28]=[CH:29][CH:30]=1>>[Cl:1][C:2]1[CH:3]=[CH:4][C:5]2[N:6]([CH3:22])[C:7](=[O:21])[C:8]3[CH:18]=[C:17]([CH2:19][O:31][C:27]4[CH:28]=[CH:29][CH:30]=[C:25]([O:24][CH3:23])[CH:26]=4)[CH:16]=[N:15][C:9]=3[N:10]([CH2:13][CH3:14])[C:11]=2[N:12]=1. Reported procedure: Using a procedure analogous to that described in Example 98, the title compound, m.p. 95°-97° C., was prepared from 2-chloro-8-chloromethyl-5,11-dihydro-11-ethyl-5-methyl-6H-dipyrido[3,2-b:2',3'-e][1,4]diazepin-6-one and 3-methoxyphenol. The yield was 54% of theory. The reactants are ClC=1C=CC=2N(C(C3=C(N(C2N1)CC)N=CC(=C3)CCl)=O)C (2-chloro-8-chloromethyl-5,11-dihydro-11-ethyl-5-methyl-6H-dipyrido[3,2-b:2',3'-e][1,4]diazepin-6-one), COC=1C=C(C=CC1)O (3-methoxyphenol). Yield: 54.0%. The reactants are CC1(C)C=CC(=O)CC1, CCOCC, ClCc1ccc(Cl)cc1, [Mg]. The product is CC1(C)C=CC(O)(Cc2ccc(Cl)cc2)CC1. RXN SMILES: [CH3:11][C:12]1([CH3:19])[CH:13]=[CH:14][C:15](=[O:18])[CH2:16][CH2:17]1.[CH3:20][CH2:21][O:22][CH2:23][CH3:24].[Cl:1][c:2]1[cH:3][cH:4][c:5]([CH2:6][Cl:7])[cH:8][cH:9]1.[Mg:10]>>[Cl:1][c:2]1[cH:3][cH:4][c:5]([CH2:6][C:15]2([OH:18])[CH:14]=[CH:13][C:12]([CH3:11])([CH3:19])[CH2:17][CH2:16]2)[cH:8][cH:9]1.